From a dataset of the Open Reaction Database (ORD), a public repository of structured organic reaction records. describe an organic reaction: reactants, conditions, products, and yield The reactants are CC(C)C[Al+]CC(C)C, Cc1ccccc1, COC(C)(C)C, CC(C)(C)[Si](C)(C)OCC1C(OC2CCCCO2)CC2OC(=O)CC21, [H-], [Na+], [Na+], O=S(=O)([O-])[O-]. Product: CC(C)(C)[Si](C)(C)OCC1C(OC2CCCCO2)CC2OC(O)CC21. As a reaction SMILES: [CH2:34]([Al+:35][CH2:36][CH:37]([CH3:38])[CH3:39])[CH:40]([CH3:41])[CH3:42].[CH3:1][c:2]1[cH:3][cH:4][cH:5][cH:6][cH:7]1.[CH3:50][O:51][C:52]([CH3:53])([CH3:54])[CH3:55].[CH3:8][Si:9]([O:10][CH2:11][CH:12]1[CH:13]([O:21][CH:22]2[O:23][CH2:24][CH2:25][CH2:26][CH2:27]2)[CH2:14][CH:15]2[O:16][C:17](=[O:20])[CH2:18][CH:19]12)([C:28]([CH3:29])([CH3:30])[CH3:31])[CH3:32].[H-:33].[Na+:43].[Na+:44].[O-:45][S:46](=[O:47])(=[O:48])[O-:49]>>[CH3:8][Si:9]([O:10][CH2:11][CH:12]1[CH:13]([O:21][CH:22]2[O:23][CH2:24][CH2:25][CH2:26][CH2:27]2)[CH2:14][CH:15]2[O:16][CH:17]([OH:20])[CH2:18][CH:19]12)([C:28]([CH3:29])([CH3:30])[CH3:31])[CH3:32].